Dataset: the Open Reaction Database (ORD), a public repository of structured organic reaction records. Task: describe an organic reaction: reactants, conditions, products, and yield Solvent: CN(C)C=O (DMF). Reactants: C(C1=CC=CC=C1)OC(=O)N1CC(N(CC1)NC1CCN(CC1)C(=O)OC(C)(C)C)=O (4-benzyloxycarbonyl-1-[1-(tert-butoxycarbonyl)-4-piperidinylamino]-2-piperazinone), C([O-])([O-])=O.[K+].[K+] (potassium carbonate), CI (methyl iodide). Product: C(C1=CC=CC=C1)OC(=O)N1CC(N(CC1)N(C1CCN(CC1)C(=O)OC(C)(C)C)C)=O (4-Benzyloxycarbonyl-1-{methyl[1-(tert-butoxycarbonyl)-4-piperidinyl]amino}-2-piperazinone). Run at temperature 50 celsius, time 8 hour. Procedure details: A mixture of 4-benzyloxycarbonyl-1-[1-(tert-butoxycarbonyl)-4-piperidinylamino]-2-piperazinone (9.00 g), potassium carbonate (3.46 g) and methyl iodide (29.81 g) in DMF (100 ml) was stirred at 50° C. overnight. The reaction mixture was concentrated under reduced pressure, and the residue was combined with water (200 ml) and extracted with a mixture of ethyl acetate and tetrahydrofuran (1:1, 120 ml×3). The extract was washed with water and brine, dried and concentrated. The residue was crystalliz... The yield is 92.0%. RXN SMILES: [CH2:1]([O:8][C:9]([N:11]1[CH2:16][CH2:15][N:14]([NH:17][CH:18]2[CH2:23][CH2:22][N:21]([C:24]([O:26][C:27]([CH3:30])([CH3:29])[CH3:28])=[O:25])[CH2:20][CH2:19]2)[C:13](=[O:31])[CH2:12]1)=[O:10])[C:2]1[CH:7]=[CH:6][CH:5]=[CH:4][CH:3]=1.[C:32](=O)([O-])[O-].[K+].[K+].CI>CN(C=O)C>[CH2:1]([O:8][C:9]([N:11]1[CH2:16][CH2:15][N:14]([N:17]([CH3:32])[CH:18]2[CH2:19][CH2:20][N:21]([C:24]([O:26][C:27]([CH3:28])([CH3:30])[CH3:29])=[O:25])[CH2:22][CH2:23]2)[C:13](=[O:31])[CH2:12]1)=[O:10])[C:2]1[CH:7]=[CH:6][CH:5]=[CH:4][CH:3]=1 |f:1.2.3|. The reactants are CC(=O)OC(C)CCCCn1c(=O)c2c(nnn2C)n(C)c1=O, CCOCC, CO, Cl. The product is CC(O)CCCCn1c(=O)c2c(nnn2C)n(C)c1=O. RXN SMILES: [C:1](=[O:2])([CH3:3])[O:4][CH:5]([CH2:6][CH2:7][CH2:8][CH2:9][n:10]1[c:11](=[O:12])[n:13]([CH3:22])[c:14]2[n:15][n:16][n:17]([CH3:21])[c:18]2[c:19]1=[O:20])[CH3:23].[CH2:25]([O:26][CH2:27][CH3:28])[CH3:29].[CH3:30][OH:31].[ClH:24]>>[OH:4][CH:5]([CH2:6][CH2:7][CH2:8][CH2:9][n:10]1[c:11](=[O:12])[n:13]([CH3:22])[c:14]2[n:15][n:16][n:17]([CH3:21])[c:18]2[c:19]1=[O:20])[CH3:23]. Starting materials: ClC=1C=CC=C2C(=C(N=NC12)C1=CC=CC=C1)C=1C=C(C=CC1)N (3-(8-chloro-3-phenyl-cinnolin-4-yl)-phenylamine), S1C2=C(C=C1C=O)C=CC=C2 (benzo[b]thiophene-2-carbaldehyde). Yields the product S1C(=CC2=C1C=CC=C2)CNC2=CC(=CC=C2)C2=C(N=NC1=C(C=CC=C21)Cl)C2=CC=CC=C2 (N-(1-Benzothien-2-ylmethyl)-3-(8-chloro-3-phenylcinnolin-4-yl)aniline). As a reaction SMILES: [Cl:1][C:2]1[CH:3]=[CH:4][CH:5]=[C:6]2[C:11]=1[N:10]=[N:9][C:8]([C:12]1[CH:17]=[CH:16][CH:15]=[CH:14][CH:13]=1)=[C:7]2[C:18]1[CH:19]=[C:20]([NH2:24])[CH:21]=[CH:22][CH:23]=1.[S:25]1[C:29]([CH:30]=O)=[CH:28][C:27]2[CH:32]=[CH:33][CH:34]=[CH:35][C:26]1=2>>[S:25]1[C:26]2[CH:35]=[CH:34][CH:33]=[CH:32][C:27]=2[CH:28]=[C:29]1[CH2:30][NH:24][C:20]1[CH:21]=[CH:22][CH:23]=[C:18]([C:7]2[C:6]3[C:11](=[C:2]([Cl:1])[CH:3]=[CH:4][CH:5]=3)[N:10]=[N:9][C:8]=2[C:12]2[CH:13]=[CH:14][CH:15]=[CH:16][CH:17]=2)[CH:19]=1. Reported procedure: The title compound was prepared from 3-(8-chloro-3-phenyl-cinnolin-4-yl)-phenylamine and benzo[b]thiophene-2-carbaldehyde according the procedure of Example 5 Step 5. MS (ES) m/z 478.1. The reactants are O=S(=O)(O)Cl, ClCCCl, [K+], [K+], [K+], [Na+], c1ccc(Oc2ccncc2)cc1, [OH-], O, O=P([O-])([O-])[O-]. The product is O=S(=O)(O)c1ccc(Oc2ccncc2)cc1. RXN SMILES: [Cl:14][S:15](=[O:16])(=[O:17])[OH:18].[Cl:29][CH2:30][CH2:31][Cl:32].[K+:24].[K+:25].[K+:26].[Na+:28].[O:1]([c:2]1[cH:3][cH:4][cH:5][cH:6][cH:7]1)[c:8]1[cH:9][cH:10][n:11][cH:12][cH:13]1.[OH-:27].[OH2:33].[P:19]([O-:20])([O-:21])([O-:22])=[O:23]>>[O:1]([c:2]1[cH:3][cH:4][c:5]([S:15](=[O:16])(=[O:17])[OH:18])[cH:6][cH:7]1)[c:8]1[cH:9][cH:10][n:11][cH:12][cH:13]1. Reactants: COC(=O)C=1N=NC(=CC1)N1CCN(CC1)C(C1=C(C=CC=C1)C(F)(F)F)=O (6-[4-(2-trifluoromethylbenzoyl)piperazin-1-yl]pyridazine-3-carboxylic acid methyl ester), C(C(C)N)N (propane-1,2-diamine). Reaction conditions: temperature 140 celsius. The product is NC(CNC(=O)C=1N=NC(=CC1)N1CCN(CC1)C(C1=C(C=CC=C1)C(F)(F)F)=O)C (6-[4-(2-trifluoromethylbenzoyl)piperazin-1-yl]pyridazine-3-carboxylic acid (2-aminopropyl)amide). The yield is 85.0%. As a reaction SMILES: CO[C:3]([C:5]1[N:6]=[N:7][C:8]([N:11]2[CH2:16][CH2:15][N:14]([C:17](=[O:28])[C:18]3[CH:23]=[CH:22][CH:21]=[CH:20][C:19]=3[C:24]([F:27])([F:26])[F:25])[CH2:13][CH2:12]2)=[CH:9][CH:10]=1)=[O:4].[CH2:29]([NH2:33])[CH:30]([NH2:32])[CH3:31]>>[NH2:32][CH:30]([CH3:31])[CH2:29][NH:33][C:3]([C:5]1[N:6]=[N:7][C:8]([N:11]2[CH2:12][CH2:13][N:14]([C:17](=[O:28])[C:18]3[CH:23]=[CH:22][CH:21]=[CH:20][C:19]=3[C:24]([F:26])([F:25])[F:27])[CH2:15][CH2:16]2)=[CH:9][CH:10]=1)=[O:4]. Procedure details: A mixture of 6-[4-(2-trifluoromethylbenzoyl)piperazin-1-yl]pyridazine-3-carboxylic acid methyl ester (0.200 g, 0.502 mmol) and propane-1,2-diamine (2 mL) was heated in a sealed tube at 140° C. for 12 hours. The mixture was cooled and concentrated under high vacuum to remove excess amount of propane-1,2-diamine. The residue was purified by column chromatography to afford 6-[4-(2-trifluoromethylbenzoyl)piperazin-1-yl]pyridazine-3-carboxylic acid (2-aminopropyl)amide (0.188 g, 85%) as a white foam.... Reactants: CCOCC (Et2O), powder, ice, [H-].[H-].[H-].[H-].[Li+].[Al+3] (LiAlH4), NaHCO5, COC(C)(C)OC (2,2-dimethoxypropane), C(=O)(O)C1=CC=C(C=O)C=C1 (4-carboxybenzaldehyde), CC=1C=CC(=CC1)S(=O)(=O)O.O (p-TsOH.H2O). Solvent: C1CCOC1 (THF), CO (MeOH). Run at time 5 hour. Product: COC(C1=CC=C(C=C1)CO)OC (4-Hydroxymethylbenzaldehyd dimethylacetal). As a reaction SMILES: [C:1]([C:4]1[CH:11]=[CH:10]C(C=O)=[CH:6][CH:5]=1)(O)=[O:2].[CH3:12][O:13][C:14]([O:17][CH3:18])([CH3:16])C.CC1C=CC(S(O)(=O)=O)=CC=1.O.[H-].[H-].[H-].[H-].[Li+].[Al+3].CCOCC>CO.C1COCC1>[CH3:18][O:17][CH:14]([O:13][CH3:12])[C:16]1[CH:10]=[CH:11][C:4]([CH2:1][OH:2])=[CH:5][CH:6]=1 |f:2.3,4.5.6.7.8.9|. Procedure: To a suspension of 4-carboxybenzaldehyde (7.51 g, 50 mmol) in dry MeOH (40 ml) was added 8 ml (65 mmol) of 2,2-dimethoxypropane and a catalytic amount of p-TsOH.H2O (190 mg, 1 mmol). The suspension cleared, then a colorless precipitate appeared (5 ml of dry MEOH added) and the thick suspension was stirred over night, before 100 mg of NaHCO5 were added and the mixture was concentrated in vacuo. The residue was tho roughly dried at high vacuum, dissolved in dry THF (50 ml) and added dropwise to an...